This data is from the Open Reaction Database (ORD), a public repository of structured organic reaction records. The task is: describe an organic reaction: reactants, conditions, products, and yield Reported procedure: To a solution of the product of step iii) (3.97 g) in DMSO (30 ml) was added sodium hydrosulphide hydrate (0.84 g). Stirring was continued for a further 2 h and additional aliquots of 0.42 g of sodium hydrosulphide were added until complete disappearance of starting material as assessed by reverse phase HPLC-MS. The subtitle compound was also kept as a stock solution for further reaction with alkyl halides described in examples 43-53 and 137. Yields the product OC[C@@H](C)NC1=NC(=NC(=C1)N(COCC[Si](C)(C)C)S(=O)(=O)C)[S-].[Na+] (Sodium 4-{[(1R)-2-hydroxy-1-methylethyl]amino}-6-((methylsulfonyl){[2-(trimethylsilyl)ethoxy]methyl}amino)pyrimidine-2-thiolate). Run at time 2 hour. The solvent is CS(=O)C (DMSO). Reaction SMILES: C([S:8]([C:11]1[N:16]=[C:15]([N:17]([CH2:22][O:23][CH2:24][CH2:25][Si:26]([CH3:29])([CH3:28])[CH3:27])[S:18]([CH3:21])(=[O:20])=[O:19])[CH:14]=[C:13]([NH:30][C@H:31]([CH3:34])[CH2:32][OH:33])[N:12]=1)(=O)=O)C1C=CC=CC=1.O.[SH-].[Na+:37].[SH-].[Na+]>CS(C)=O>[OH:33][CH2:32][C@H:31]([NH:30][C:13]1[CH:14]=[C:15]([N:17]([S:18]([CH3:21])(=[O:19])=[O:20])[CH2:22][O:23][CH2:24][CH2:25][Si:26]([CH3:28])([CH3:27])[CH3:29])[N:16]=[C:11]([S-:8])[N:12]=1)[CH3:34].[Na+:37] |f:1.2.3,4.5,7.8|. Reactants: C(C1=CC=CC=C1)S(=O)(=O)C1=NC(=CC(=N1)N(S(=O)(=O)C)COCC[Si](C)(C)C)N[C@@H](CO)C (N-(2-(Benzylsulfonyl)-6-{[(1R)-2-hydroxy-1-methylethyl]amino}pyrimidin-4-yl)-N-{[2-(trimethylsilyl)ethoxy]methyl}methanesulfonamide), O.[SH-].[Na+] (sodium hydrosulphide hydrate), alkyl halides, [SH-].[Na+] (sodium hydrosulphide).